From a dataset of the Open Reaction Database (ORD), a public repository of structured organic reaction records. describe an organic reaction: reactants, conditions, products, and yield Starting materials: Br, CC(=O)O, [Na+], [Na+], O=S(=O)([O-])[O-], COc1cc(CCCCC(=O)O)cc([N+](=O)[O-])c1O. Product: O=C(O)CCCCc1cc(O)c(O)c([N+](=O)[O-])c1. As a reaction SMILES: [BrH:20].[CH3:28][C:29](=[O:30])[OH:31].[Na+:21].[Na+:22].[O-:23][S:24]([O-:25])(=[O:26])=[O:27].[OH:1][c:2]1[c:3]([O:18][CH3:19])[cH:4][c:5]([CH2:11][CH2:12][CH2:13][CH2:14][C:15](=[O:16])[OH:17])[cH:6][c:7]1[N+:8](=[O:9])[O-:10]>>[OH:1][c:2]1[c:3]([OH:18])[cH:4][c:5]([CH2:11][CH2:12][CH2:13][CH2:14][C:15](=[O:16])[OH:17])[cH:6][c:7]1[N+:8](=[O:9])[O-:10]. Product: CS(=O)(=O)C=1C=C(C=CC1)NC=1C=2N(C=CC1)N=C(N2)NC2=CC=C(C=C2)N2CCN(CC2)C (N(8)-(3-Methanesulfonyl-phenyl)-N(2)-[4-(4-methyl-piperazin-1-yl)-phenyl]-[1,2,4]triazolo[1,5-a]pyridine-2,8-diamine), foam. RXN SMILES: Cl[C:2]1[N:21]=[C:5]2[C:6]([NH:10][C:11]3[CH:16]=[CH:15][CH:14]=[C:13]([S:17]([CH3:20])(=[O:19])=[O:18])[CH:12]=3)=[CH:7][CH:8]=[CH:9][N:4]2[N:3]=1.[CH3:22][N:23]1[CH2:28][CH2:27][N:26]([C:29]2[CH:34]=[CH:33][C:32]([NH2:35])=[CH:31][CH:30]=2)[CH2:25][CH2:24]1.C1(P(C2CCCCC2)C2C=CC=CC=2C2C=CC=CC=2P(C2CCCCC2)C2CCCCC2)CCCCC1>>[CH3:20][S:17]([C:13]1[CH:12]=[C:11]([NH:10][C:6]2[C:5]3[N:4]([N:3]=[C:2]([NH:35][C:32]4[CH:31]=[CH:30][C:29]([N:26]5[CH2:25][CH2:24][N:23]([CH3:22])[CH2:28][CH2:27]5)=[CH:34][CH:33]=4)[N:21]=3)[CH:9]=[CH:8][CH:7]=2)[CH:16]=[CH:15][CH:14]=1)(=[O:19])=[O:18]. Reported procedure: N(8)-(3-Methanesulfonyl-phenyl)-N(2)-[4-(4-methyl-piperazin-1-yl)-phenyl]-[1,2,4]triazolo[1,5-a]pyridine-2,8-diamine was prepared from (2-chloro-[1,2,4]triazolo[1,5-a]pyridin-8-yl)-(3-methanesulfonyl-phenyl)-amine (75.0 mg, 0.232 mmol) and 4-(4-methyl-piperazin-1-yl)-phenylamine (50.0 mg, 0.261 mmol) with 2,2′-bis-dicyclohexylphosphanyl-biphenyl (25.0 mg, 0.0457 mmol) as the ligand in a manner analogous to Example 2d. Product isolated as a tan foam (0.009 g, 8%). 1H NMR (400 MHz, CDCl3, δ, ppm):... Yield: 8.0%. Starting materials: ClC1=NN2C(C(=CC=C2)NC2=CC(=CC=C2)S(=O)(=O)C)=N1 ((2-chloro-[1,2,4]triazolo[1,5-a]pyridin-8-yl)-(3-methanesulfonyl-phenyl)-amine), CN1CCN(CC1)C1=CC=C(C=C1)N (4-(4-methyl-piperazin-1-yl)-phenylamine), C1(CCCCC1)P(C1=C(C=CC=C1)C1=C(C=CC=C1)P(C1CCCCC1)C1CCCCC1)C1CCCCC1 (2,2′-bis-dicyclohexylphosphanyl-biphenyl). Reactants: CC(C)(C)[O-], Nc1ccc(Cc2ccccc2)cc1, CS(C)=O, O=[N+]([O-])c1ccccc1F, [K+]. Yields the product O=[N+]([O-])c1ccccc1Nc1ccc(Cc2ccccc2)cc1. RXN SMILES: [C:25]([O-:26])([CH3:27])([CH3:28])[CH3:29].[CH2:11]([c:12]1[cH:13][cH:14][cH:15][cH:16][cH:17]1)[c:18]1[cH:19][cH:20][c:21]([NH2:22])[cH:23][cH:24]1.[CH3:31][S:32]([CH3:33])=[O:34].[F:1][c:2]1[c:3]([N+:8](=[O:9])[O-:10])[cH:4][cH:5][cH:6][cH:7]1.[K+:30]>>[c:2]1([NH:22][c:21]2[cH:20][cH:19][c:18]([CH2:11][c:12]3[cH:13][cH:14][cH:15][cH:16][cH:17]3)[cH:24][cH:23]2)[c:3]([N+:8](=[O:9])[O-:10])[cH:4][cH:5][cH:6][cH:7]1. The reactants are CC(CCCC(C)(C)OC)CC=O (7-methoxycitronellal), [H-].[Al+3].[Li+].[H-].[H-].[H-] (lithium aluminum hydride), [Cl-].[NH4+] (ammonium chloride). Solvent: C(C)OCC (diethyl ether), C(C)OCC (diethyl ether). Run at time 30 minute. Product: CC(CCO)CCCC(C)(OC)C (3,7-dimethyl-7-methoxy-1-octanol). RXN SMILES: [CH3:1][CH:2]([CH2:11][CH:12]=[O:13])[CH2:3][CH2:4][CH2:5][C:6]([O:9][CH3:10])([CH3:8])[CH3:7].[H-].[Al+3].[Li+].[H-].[H-].[H-].[Cl-].[NH4+]>C(OCC)C>[CH3:1][CH:2]([CH2:3][CH2:4][CH2:5][C:6]([CH3:8])([O:9][CH3:10])[CH3:7])[CH2:11][CH2:12][OH:13] |f:1.2.3.4.5.6,7.8|. Procedure: 93.2 g. of 7-methoxycitronellal dissolved in 200 ml. of absolute diethyl ether are added dropwise with ice cooling to a suspension of 7.6 g. of lithium aluminum hydride in 500 ml. of absolute diethyl ether. Subsequently, the mixture is stirred for 30 minutes and decomposed in the cold by the addition of 100 ml. of aqueous ammonium chloride solution. The resulting mass is filtered through diatomaceous earth, the filtrate washed once with saturated aqueous ammonium chloride solution and once with ... The reactants are N1(CCCCC1)C1CCNCC1 (4-(piperidin-1-yl)piperidine), CS(=O)(=O)OCC[C@]1(CN(CC1)C(CC1=CC(=CC=C1)OC(C)C)=O)C1=CC=CC2=CC=CC=C12.C(C)#N (acetonitrile (S)-3-(2-methanesulfonyloxyethyl)-3-(1-naphthyl)-1-[(3-isopropoxyphenyl)acetyl)pyrrolidine). The product is C1(=CC=CC2=CC=CC=C12)[C@]1(CN(CC1)C(CC1=CC(=CC=C1)OC(C)C)=O)CCN1CCC(CC1)N1CCCCC1 ((S)-3-(1-naphthyl)-1-[(3-isopropoxyphenyl)acetyl]-3-[2-[4-(piperidin-1-yl)piperidin-1-yl]ethyl]pyrrolidine). RXN SMILES: [N:1]1([CH:7]2[CH2:12][CH2:11][NH:10][CH2:9][CH2:8]2)[CH2:6][CH2:5][CH2:4][CH2:3][CH2:2]1.CS(O[CH2:18][CH2:19][C@:20]1([C:38]2[C:47]3[C:42](=[CH:43][CH:44]=[CH:45][CH:46]=3)[CH:41]=[CH:40][CH:39]=2)[CH2:24][CH2:23][N:22]([C:25](=[O:37])[CH2:26][C:27]2[CH:32]=[CH:31][CH:30]=[C:29]([O:33][CH:34]([CH3:36])[CH3:35])[CH:28]=2)[CH2:21]1)(=O)=O.C(#N)C>>[C:38]1([C@:20]2([CH2:19][CH2:18][N:10]3[CH2:11][CH2:12][CH:7]([N:1]4[CH2:6][CH2:5][CH2:4][CH2:3][CH2:2]4)[CH2:8][CH2:9]3)[CH2:24][CH2:23][N:22]([C:25](=[O:37])[CH2:26][C:27]3[CH:32]=[CH:31][CH:30]=[C:29]([O:33][CH:34]([CH3:35])[CH3:36])[CH:28]=3)[CH2:21]2)[C:47]2[C:42](=[CH:43][CH:44]=[CH:45][CH:46]=2)[CH:41]=[CH:40][CH:39]=1 |f:1.2|. Procedure: In 30 ml of acetonitrile (S)-3-(2-methanesulfonyloxyethyl)-3-(1-naphthyl)-1-[(3-isopropoxyphenyl)acetyl)pyrrolidine (3.17 g), prepared as described, supra, is mixed with an equimolar amount of 4-(piperidin-1-yl)piperidine. The reaction mixture is then heated to reflux and refluxed for about ten hours. The mixture is then concentrated under vacuum an the residue is taken up in methylene chloride and washed with a 3N solution of hydrochloric acid, followed by a wash with brine. The organic fractio... The reactants are CCCOCc1onc(-c2ccccc2)c1-c1ccc(S(=O)(=O)NC(=O)CC)cc1, CO, Cl, [Na+], [OH-]. Product: CCC(=O)NS(=O)(=O)c1ccc(-c2c(-c3ccccc3)noc2CO)cc1. Reaction SMILES: [CH2:1]([CH2:2][CH3:3])[O:4][CH2:5][c:6]1[c:7](-[c:17]2[cH:18][cH:19][c:20]([S:23](=[O:24])(=[O:25])[NH:26][C:27]([CH2:28][CH3:29])=[O:30])[cH:21][cH:22]2)[c:8](-[c:11]2[cH:12][cH:13][cH:14][cH:15][cH:16]2)[n:9][o:10]1.[CH3:34][OH:35].[ClH:33].[Na+:32].[OH-:31]>>[OH:4][CH2:5][c:6]1[c:7](-[c:17]2[cH:18][cH:19][c:20]([S:23](=[O:24])(=[O:25])[NH:26][C:27]([CH2:28][CH3:29])=[O:30])[cH:21][cH:22]2)[c:8](-[c:11]2[cH:12][cH:13][cH:14][cH:15][cH:16]2)[n:9][o:10]1.